From a dataset of the Open Reaction Database (ORD), a public repository of structured organic reaction records. describe an organic reaction: reactants, conditions, products, and yield Starting materials: BrCCCCCCCCCCCCO (12-Bromododecan-1-ol), OC1=CC=C(C=O)C=C1 (4-hydroxy-benzaldehyde), C([O-])([O-])=O.[K+].[K+] (potassium carbonate), [I-].[K+] (potassium iodide). Reagents/catalysts: [I-].C(CCC)[N+](CCCC)(CCCC)CCCC (tetra-n-butylammonium iodide). The solvent is C(C)C(=O)C (methyl ethyl ketone). Product: OCCCCCCCCCCCCOC1=CC=C(C=O)C=C1 (4-(12-Hydroxy-dodecyloxy)-benzaldehyde). RXN SMILES: Br[CH2:2][CH2:3][CH2:4][CH2:5][CH2:6][CH2:7][CH2:8][CH2:9][CH2:10][CH2:11][CH2:12][CH2:13][OH:14].[OH:15][C:16]1[CH:23]=[CH:22][C:19]([CH:20]=[O:21])=[CH:18][CH:17]=1.C(=O)([O-])[O-].[K+].[K+].[I-].[K+]>[I-].C([N+](CCCC)(CCCC)CCCC)CCC.C(C(C)=O)C>[OH:14][CH2:13][CH2:12][CH2:11][CH2:10][CH2:9][CH2:8][CH2:7][CH2:6][CH2:5][CH2:4][CH2:3][CH2:2][O:15][C:16]1[CH:23]=[CH:22][C:19]([CH:20]=[O:21])=[CH:18][CH:17]=1 |f:2.3.4,5.6,7.8|. Procedure: A mixture of 12-bromododecan-1-ol (15 g, 57 mmol, see Example 1 above), 4-hydroxy-benzaldehyde (6.9 g, 57 mmol), potassium carbonate (excess), potassium iodide (trace) and tetra-n-butylammonium iodide (trace) was heated at reflux in methyl ethyl ketone (50 ml) for 16 hours. After cooling, the solids were filtered off and washed with acetone. The combined organic fractions were evaporated to dryness. Diethyl ether was added to the resultant oil and the solution was stored at 4° C. The title compo... Starting materials: N#CBr (cyanogen bromide), O.ClC1=NC=C(C(=N1)NN)OC (2-Chloro-4-hydrazino-5-methoxypyrimidine water), triazolo[4,3-c]pyrimidine, C[O-].[Na+] (sodium methoxide), ClNNCOC1=NC=CC=N1 (chlorohydrazinomethoxy-pyrimidine), ClNNCOC1=NC=CC=N1 (chlorohydrazinomethoxy-pyrimidine), three. The solvent is C(C)#N (acetonitrile), CO (methanol), C(C)(C)(C)O (tert-Butyl alcohol), CO (methanol), CO (methanol). Reaction conditions: temperature 28 celsius, time 6.2 hour. Product: NC1=NN2C(=NC=C(C2=N1)OC)OC (2-Amino-5,8-dimethoxy[1,2,4]-triazolo[1,5-c]pyrimidine). Yield: 82.4%. RXN SMILES: [OH2:1].Cl[C:3]1[N:8]=[C:7]([NH:9]N)[C:6]([O:11][CH3:12])=[CH:5][N:4]=1.ClNNCO[C:18]1[N:23]=CC=C[N:19]=1.N#CBr.[CH3:27][O-].[Na+]>C(#N)C.CO.C(O)(C)(C)C>[NH2:23][C:18]1[N:9]=[C:7]2[N:8]([C:3]([O:1][CH3:27])=[N:4][CH:5]=[C:6]2[O:11][CH3:12])[N:19]=1 |f:0.1,4.5|. Procedure details: 2-Chloro-4-hydrazino-5-methoxypyrimidine water wet cake (83.2 g of 84.0% chlorohydrazinomethoxy-pyrimidine=69.84 g actual chlorohydrazinomethoxy-pyrimidine, 0.4 mole) was loaded into a 1 L jacketed reactor equipped with a thermocouple temperature probe, overhead stirrer with glass agitator, condenser, addition funnel, and a programmable circulating bath. tert-Butyl alcohol (700 mL) and methanol (100 mL) were added and the mixture was stirred to give a white slurry. A solution of cyanogen bromide... Yields the product COCC1=C(C(=O)OC)C=CC(=C1)F (Methyl 2-Methoxymethyl-4-fluorobenzoate). Reaction conditions: time 48 hour. Reported procedure: Into a DMF (200 mL) solution of methyl 4-fluoro-2-hydroxybenzoate (17.0 g, 100 mL), cooled in an ice bath, was added K2CO3 (27.6 g, 200 mmol) and chloromethymethyl ether (9.11 mL, 120 mmol) dropwise. The reaction mixture was allowed to come to room temperature slowly and was stirred 48 h. To the reaction mixture at room temperature was added additional K2CO3 (6.9 g, 50 mmol) and chloromethylmethyl ether (4.5 mL, 60 mmol), and stirring was continued for 24 h. Most of the solvent was evporated in ... Reaction SMILES: [F:1][C:2]1[CH:11]=[CH:10][C:5]([C:6]([O:8][CH3:9])=[O:7])=[C:4](O)[CH:3]=1.C([O-])([O-])=O.[K+].[K+].Cl[CH2:20][O:21][CH3:22]>CN(C=O)C>[CH3:20][O:21][CH2:22][C:4]1[CH:3]=[C:2]([F:1])[CH:11]=[CH:10][C:5]=1[C:6]([O:8][CH3:9])=[O:7] |f:1.2.3|. Starting materials: FC1=CC(=C(C(=O)OC)C=C1)O (methyl 4-fluoro-2-hydroxybenzoate), C(=O)([O-])[O-].[K+].[K+] (K2CO3), ClCOC (chloromethymethyl ether), C(=O)([O-])[O-].[K+].[K+] (K2CO3), ClCOC (chloromethylmethyl ether). Run in CN(C)C=O (DMF). Isolated yield 57.5%. Starting materials: BrC1=CC(=C(C=C1)N1C(C2=CC=CC=C2C1=O)=O)[N+](=O)[O-] (2-(4-bromo-2-nitrophenyl)isoindoline-1,3-dione), N1(CCNCC1)C(=O)OC(C)(C)C (tert-butyl piperazine-1-carboxylate), CC1(C2=C(C(=CC=C2)P(C3=CC=CC=C3)C4=CC=CC=C4)OC5=C(C=CC=C51)P(C6=CC=CC=C6)C7=CC=CC=C7)C (Xantphos), C(=O)([O-])[O-].[Cs+].[Cs+] (Cs2CO3). The reagents and catalysts are C=1C=CC(=CC1)/C=C/C(=O)/C=C/C2=CC=CC=C2.C=1C=CC(=CC1)/C=C/C(=O)/C=C/C2=CC=CC=C2.C=1C=CC(=CC1)/C=C/C(=O)/C=C/C2=CC=CC=C2.[Pd].[Pd] (Pd2(dba)3). Reaction conditions: temperature 100 celsius. Yields the product O=C1N(C(C2=CC=CC=C12)=O)C1=C(C=C(C=C1)N1CCN(CC1)C(=O)OC(C)(C)C)[N+](=O)[O-] (tert-butyl 4-(4-(1,3-dioxoisoindolin-2-yl)-3-nitrophenyl)piperazine-1-carboxylate). Isolated yield 43.4%. As a reaction SMILES: Br[C:2]1[CH:7]=[CH:6][C:5]([N:8]2[C:16](=[O:17])[C:15]3[C:10](=[CH:11][CH:12]=[CH:13][CH:14]=3)[C:9]2=[O:18])=[C:4]([N+:19]([O-:21])=[O:20])[CH:3]=1.[N:22]1([C:28]([O:30][C:31]([CH3:34])([CH3:33])[CH3:32])=[O:29])[CH2:27][CH2:26][NH:25][CH2:24][CH2:23]1.CC1(C)C2C(=C(P(C3C=CC=CC=3)C3C=CC=CC=3)C=CC=2)OC2C(P(C3C=CC=CC=3)C3C=CC=CC=3)=CC=CC1=2.C([O-])([O-])=O.[Cs+].[Cs+]>C1C=CC(/C=C/C(/C=C/C2C=CC=CC=2)=O)=CC=1.C1C=CC(/C=C/C(/C=C/C2C=CC=CC=2)=O)=CC=1.C1C=CC(/C=C/C(/C=C/C2C=CC=CC=2)=O)=CC=1.[Pd].[Pd]>[O:18]=[C:9]1[C:10]2[C:15](=[CH:14][CH:13]=[CH:12][CH:11]=2)[C:16](=[O:17])[N:8]1[C:5]1[CH:6]=[CH:7][C:2]([N:25]2[CH2:24][CH2:23][N:22]([C:28]([O:30][C:31]([CH3:34])([CH3:33])[CH3:32])=[O:29])[CH2:27][CH2:26]2)=[CH:3][C:4]=1[N+:19]([O-:21])=[O:20] |f:3.4.5,6.7.8.9.10|. Procedure details: 2-(4-bromo-2-nitrophenyl)isoindoline-1,3-dione (500 g, 1.4 mmol), tert-butyl piperazine-1-carboxylate (402 g, 2.2 mmol), Pd2(dba)3 (66.0 g, 0.07 mmol), Xantphos (83 g, 0.144 mmol) and Cs2CO3 (939 g, 2.9 mmol) were placed in reaction vial (microwave reaction vial 10-20 ml) and purged with nitrogen. Toluene (5.0 ml) was added and nitrogen was bubbled for 10 min. The reaction mixture was heated at 100° C. for 5 hours. Heating was stopped and cooled to rt. The reaction mixture was filtered through a... Reactants: CC1N(CCC1)CCCO (3-(2-methylpyrrolidin-1-yl)propan-1-ol), [H-].[Na+] (sodium hydride), ice, ClC1=CC=C(C=N1)C=1OCC(N1)(C)CO ([2-(6-chloropyridin-3-yl)-4-methyl-4,5-dihydro-1,3-oxazol-4-yl]methanol). The solvent is CN(C)C=O (DMF), C(C)(=O)OCC (ethyl acetate), CN(C)C=O (DMF). Conditions: temperature 0 celsius, time 15 minute. The product is CC1(N=C(OC1)C=1C=NC(=CC1)OCCCN1C(CCC1)C)CO ((4-methyl-2-{6-[3-(2-methylpyrrolidin-1-yl)propoxy]pyridin-3-yl}-4,5-dihydro-1,3-oxazol-4-yl)methanol). Isolated yield 80.0%. As a reaction SMILES: [CH3:1][CH:2]1[CH2:6][CH2:5][CH2:4][N:3]1[CH2:7][CH2:8][CH2:9][OH:10].[H-].[Na+].Cl[C:14]1[N:19]=[CH:18][C:17]([C:20]2[O:21][CH2:22][C:23]([CH2:26][OH:27])([CH3:25])[N:24]=2)=[CH:16][CH:15]=1>CN(C=O)C.C(OCC)(=O)C>[CH3:25][C:23]1([CH2:26][OH:27])[CH2:22][O:21][C:20]([C:17]2[CH:18]=[N:19][C:14]([O:10][CH2:9][CH2:8][CH2:7][N:3]3[CH2:4][CH2:5][CH2:6][CH:2]3[CH3:1])=[CH:15][CH:16]=2)=[N:24]1 |f:1.2|. Procedure details: A solution of 3-(2-methylpyrrolidin-1-yl)propan-1-ol (1.9 g, 13.4 mmol) in dry DMF (40 ml) is treated at 0° C. with sodium hydride (60% dispersion in mineral oil, 536 mg, 13.4 mmol) and stirred 15 minutes at 0° C. Then, a solution of [2-(6-chloropyridin-3-yl)-4-methyl-4,5-dihydro-1,3-oxazol-4-yl]methanol ax55 (1.8 g, 7.9 mmol) in dry DMF (40 ml) is added dropwise over 15 minutes and the resulting mixture is stirred at room temperature for 1 day. The mixture is then poured into ice-cold water (25... The reactants are FC(OC1=CC=C(C=C1)N1N=C(N=C1)C1=CC=C(C=C1)C(CC(=O)N=[N+]=[N-])CC)(F)F.N(=C=O)CC(CC)C1=CC=C(C=C1)C1=NN(C=N1)C1=CC=C(C=C1)OC(F)(F)F (3-(4-(1-(4-(trifluoromethoxy)phenyl)-1H-1,2,4-triazol-3-yl)phenyl)pentanoyl azide 3-(4-(1-isocyanatobutan-2-yl)phenyl)-1-(4-(trifluoromethoxy)phenyl)-1H-1,2,4-triazole), C(C)(C)C1=C(C=C(C=C1)C)NC(=S)N (1-(2-isopropyl-5-methylphenyl)thiourea). The product is C(C)(C)C1=C(C=C(C=C1)C)N1/C(/SCC1=O)=N/C(=O)NCC(CC)C1=CC=C(C=C1)C1=NN(C=N1)C1=CC=C(C=C1)OC(F)(F)F ((Z)-1-(3-(2-isopropyl-5-methylphenyl)-4-oxothiazolidin-2-ylidene)-3-(2-(4-(1-(4-(trifluoromethoxy)phenyl)-1H-1,2,4-triazol-3-yl)phenyl)butyl)urea), solid. The yield is 43.0%. RXN SMILES: FC(F)(F)[O:3][C:4]1C=CC(N2C=NC(C3C=CC(C(CC)CC(N=[N+]=[N-])=O)=CC=3)=N2)=C[CH:5]=1.[N:32]([CH2:35][CH:36]([C:39]1[CH:44]=[CH:43][C:42]([C:45]2[N:49]=[CH:48][N:47]([C:50]3[CH:55]=[CH:54][C:53]([O:56][C:57]([F:60])([F:59])[F:58])=[CH:52][CH:51]=3)[N:46]=2)=[CH:41][CH:40]=1)[CH2:37][CH3:38])=[C:33]=[O:34].[CH:61]([C:64]1[CH:69]=[CH:68][C:67]([CH3:70])=[CH:66][C:65]=1[NH:71][C:72]([NH2:74])=[S:73])([CH3:63])[CH3:62]>>[CH:61]([C:64]1[CH:69]=[CH:68][C:67]([CH3:70])=[CH:66][C:65]=1[N:71]1[C:4](=[O:3])[CH2:5][S:73]/[C:72]/1=[N:74]\[C:33]([NH:32][CH2:35][CH:36]([C:39]1[CH:40]=[CH:41][C:42]([C:45]2[N:49]=[CH:48][N:47]([C:50]3[CH:51]=[CH:52][C:53]([O:56][C:57]([F:59])([F:58])[F:60])=[CH:54][CH:55]=3)[N:46]=2)=[CH:43][CH:44]=1)[CH2:37][CH3:38])=[O:34])([CH3:63])[CH3:62] |f:0.1|. Procedure details: The title compound was prepared from 3-(4-(1-(4-(trifluoromethoxy)phenyl)-1H-1,2,4-triazol-3-yl)phenyl)pentanoyl azide/3-(4-(1-isocyanatobutan-2-yl)phenyl)-1-(4-(trifluoromethoxy)phenyl)-1H-1,2,4-triazole (C42a) and 1-(2-isopropyl-5-methylphenyl)thiourea and isolated as a pink solid (0.110 g, 43%).